This data is from the Open Reaction Database (ORD), a public repository of structured organic reaction records. The task is: describe an organic reaction: reactants, conditions, products, and yield Starting materials: CC(=O)O, CCOC(C)=O, COC(=O)C1CCN(c2ccc(C=O)cc2NC(=O)c2cc(C)on2)CC1, CC(N)c1ccccc1. The product is COC(=O)C1CCN(c2ccc(CNC(C)c3ccccc3)cc2NC(=O)c2cc(C)on2)CC1. RXN SMILES: [CH3:28][C:29](=[O:30])[OH:31].[CH3:41][CH2:42][O:43][C:44]([CH3:45])=[O:46].[CH:1](=[O:2])[c:3]1[cH:4][c:5]([NH:19][C:20](=[O:21])[c:22]2[n:23][o:24][c:25]([CH3:27])[cH:26]2)[c:6]([N:9]2[CH2:10][CH2:11][CH:12]([C:15](=[O:16])[O:17][CH3:18])[CH2:13][CH2:14]2)[cH:7][cH:8]1.[c:32]1([CH:38]([CH3:39])[NH2:40])[cH:33][cH:34][cH:35][cH:36][cH:37]1>>[CH2:1]([c:3]1[cH:4][c:5]([NH:19][C:20](=[O:21])[c:22]2[n:23][o:24][c:25]([CH3:27])[cH:26]2)[c:6]([N:9]2[CH2:10][CH2:11][CH:12]([C:15](=[O:16])[O:17][CH3:18])[CH2:13][CH2:14]2)[cH:7][cH:8]1)[NH:40][CH:38]([c:32]1[cH:33][cH:34][cH:35][cH:36][cH:37]1)[CH3:39]. Starting materials: C(C1=CC(OC)=C(O)C=C1)(=O)OC (methyl vanillate), CC(CO)(C)N1CCCC1 (2-methyl-2-(1-pyrrolidinyl)propanol). Yields the product COC=1C=C(C(=O)OC)C=CC1OCC(C)(N1CCCC1)C (Methyl 3-Methoxy-4-[2-methyl-2-(1-pyrrolidinyl)propoxy]benzoate). The yield is 17.0%. Reaction SMILES: [C:1]([O:12][CH3:13])(=[O:11])[C:2]1[CH:10]=[CH:9][C:7]([OH:8])=[C:4]([O:5][CH3:6])[CH:3]=1.[CH3:14][C:15]([N:19]1[CH2:23][CH2:22][CH2:21][CH2:20]1)([CH3:18])[CH2:16]O>>[CH3:6][O:5][C:4]1[CH:3]=[C:2]([CH:10]=[CH:9][C:7]=1[O:8][CH2:14][C:15]([CH3:18])([N:19]1[CH2:23][CH2:22][CH2:21][CH2:20]1)[CH3:16])[C:1]([O:12][CH3:13])=[O:11]. Procedure details: The title compound was prepared in 17% yield from methyl vanillate and 2-methyl-2-(1-pyrrolidinyl)propanol (Example 188, Part A) by a essentially following the procedure outlined in Example 193, Part A.